Task: describe an organic reaction: reactants, conditions, products, and yield. Dataset: the Open Reaction Database (ORD), a public repository of structured organic reaction records Reported procedure: A 2-necked round-bottom flask equipped with a water-cooled overhead stirrer was charged with 3-chlorostyrene (5.01 g, 3.61×10−2 mol), CH2Cl2 (45 mL), (R,R)-3 (0.578 g, 9.10×10−4 mol), and 4-PPNO (0.924 g, 5.40×10−3 mol). The solution was cooled to 0° C., and precooled buffered bleach (0.6 M, 75 mL, 4.50×10−2 mol, Clorox®, buffered to pH=11.3 with 0.05 M Na2HPO4 and 1M NaOH) was added. The two phase system was stirred vigorously, and the course of the reaction was monitored by GC. Upon complete c... Reactants: O (water), ClC=1C=C(C=C)C=CC1 (3-chlorostyrene), [OH-].[Na+] (NaOH), Na2HPO4. Isolated yield 92.0%. Product: ClC=1C=C([C@@H]2CO2)C=CC1 ((R)-3-chlorostyrene oxide). Solvent: C(Cl)Cl (CH2Cl2). As a reaction SMILES: [OH2:1].[Cl:2][C:3]1[CH:4]=[C:5]([CH:8]=[CH:9][CH:10]=1)[CH:6]=[CH2:7].[OH-].[Na+]>C(Cl)Cl>[Cl:2][C:3]1[CH:4]=[C:5]([CH:8]=[CH:9][CH:10]=1)[C@H:6]1[O:1][CH2:7]1 |f:2.3|. Conditions: temperature 0 celsius. Reactants: FC(C(=O)O)(F)F (trifluoro-acetic acid), C(C)(C)(C)OC(=O)NC1(CCC1)C1=CC=C(C=C1)C1=C(OC2=C(C=CC=C2C1=O)C(=O)O)C1=CC=CC=C1 (3-[4-(1-tert-Butoxycarbonylamino-cyclobutyl)-phenyl]-4-oxo-2-phenyl-4H-chromene-8-carboxylic acid), C(=O)(C(F)(F)F)O (TFA). Solvent: C(Cl)Cl (DCM), C1(=CC=CC=C1)C (toluene). Run at time 1 hour. Product: NC1(CCC1)C1=CC=C(C=C1)C1=C(OC2=C(C=CC=C2C1=O)C(=O)O)C1=CC=CC=C1 (3-[4-(1-Amino-cyclobutyl)-phenyl]-4-oxo-2-phenyl-4H-chromene-8-carboxylic acid). Isolated yield 69.4%. RXN SMILES: FC(F)(F)C(O)=O.C(OC([NH:15][C:16]1([C:20]2[CH:25]=[CH:24][C:23]([C:26]3[C:35](=[O:36])[C:34]4[C:29](=[C:30]([C:37]([OH:39])=[O:38])[CH:31]=[CH:32][CH:33]=4)[O:28][C:27]=3[C:40]3[CH:45]=[CH:44][CH:43]=[CH:42][CH:41]=3)=[CH:22][CH:21]=2)[CH2:19][CH2:18][CH2:17]1)=O)(C)(C)C>C(Cl)Cl.C1(C)C=CC=CC=1>[NH2:15][C:16]1([C:20]2[CH:21]=[CH:22][C:23]([C:26]3[C:35](=[O:36])[C:34]4[C:29](=[C:30]([C:37]([OH:39])=[O:38])[CH:31]=[CH:32][CH:33]=4)[O:28][C:27]=3[C:40]3[CH:45]=[CH:44][CH:43]=[CH:42][CH:41]=3)=[CH:24][CH:25]=2)[CH2:17][CH2:18][CH2:19]1. Reported procedure: trifluoro-acetic acid: 3-[4-(1-tert-Butoxycarbonylamino-cyclobutyl)-phenyl]-4-oxo-2-phenyl-4H-chromene-8-carboxylic acid (18 mg, 0.035 mmol) was treated with a solution of 25% TFA in DCM (4 mL) and stirred at RT for 1 h. The reaction mixture was diluted with toluene and concentrated in vacuo. The resultant residue was triturated with diethyl ether and DCM, and concentrated in vacuo to give the title compound as a light tan solid (10 mg, 54%). 1H NMR (400 MHz, DMSO-d6): δ 13.44 (bs, 1H), 8.44 (s,... Starting materials: COC=1C=C(C=C2C=C(NC12)C(=O)OCC)OC1=CC=C(C=C1)S(=O)(=O)C (ethyl 7-methoxy-5-[4-(methylsulfonyl)phenoxy]-1H-indole-2-carboxylate), [OH-].[K+] (potassium hydroxide). The solvent is O1CCCC1 (tetrahydrofuran), CO (methanol), O (water). Reaction conditions: time 15 hour. Yields the product COC=1C=C(C=C2C=C(NC12)C(=O)O)OC1=CC=C(C=C1)S(=O)(=O)C (7-Methoxy-5-[4-(methylsulfonyl)phenoxy]-1H-indole-2-carboxylic acid). Yield: 90.7%. RXN SMILES: [CH3:1][O:2][C:3]1[CH:4]=[C:5]([O:17][C:18]2[CH:23]=[CH:22][C:21]([S:24]([CH3:27])(=[O:26])=[O:25])=[CH:20][CH:19]=2)[CH:6]=[C:7]2[C:11]=1[NH:10][C:9]([C:12]([O:14]CC)=[O:13])=[CH:8]2.[OH-].[K+]>O1CCCC1.CO.O>[CH3:1][O:2][C:3]1[CH:4]=[C:5]([O:17][C:18]2[CH:19]=[CH:20][C:21]([S:24]([CH3:27])(=[O:26])=[O:25])=[CH:22][CH:23]=2)[CH:6]=[C:7]2[C:11]=1[NH:10][C:9]([C:12]([OH:14])=[O:13])=[CH:8]2 |f:1.2|. Procedure details: To a stirred solution of ethyl 7-methoxy-5-[4-(methylsulfonyl)phenoxy]-1H-indole-2-carboxylate (0.93 g) in tetrahydrofuran (15 mL) and methanol (15 mL) was added a solution of potassium hydroxide (85%, 0.50 g) in water (10 mL). The mixture was stirred at room temperature for 15 h and then concentrated in vacuo. The residue was partitioned between ethyl acetate and aqueous citric acid solution. The organic layer was washed with brine, dried (MgSO4), filtered, and concentrated to give a light yell... Reactants: BrC1=C(C=CC=C1)CC(=O)O (2-bromophenylacetic acid), C(C)C=1C=C(N)C=CC1 (3-ethylaniline). Yields the product C(C)C=1C=C(C=CC1)NC1=C(C=CC=C1)CC(=O)O (2-[(3-ethylphenyl)amino]phenylacetic acid). As a reaction SMILES: Br[C:2]1[CH:7]=[CH:6][CH:5]=[CH:4][C:3]=1[CH2:8][C:9]([OH:11])=[O:10].[CH2:12]([C:14]1[CH:15]=[C:16]([CH:18]=[CH:19][CH:20]=1)[NH2:17])[CH3:13]>>[CH2:12]([C:14]1[CH:15]=[C:16]([NH:17][C:2]2[CH:7]=[CH:6][CH:5]=[CH:4][C:3]=2[CH2:8][C:9]([OH:11])=[O:10])[CH:18]=[CH:19][CH:20]=1)[CH3:13]. Procedure details: In the manner described in example 3, 2-bromophenylacetic acid is condensed with 3-ethylaniline to yield 2-[(3-ethylphenyl)amino]phenylacetic acid. Reactants: CC(C)([O-])C.[K+] (potassium tert-butoxide), C1(CC1)C=1C=C(C2=C(N1)NN=C2)C(=O)OCC (Ethyl 6-cyclopropyl-1H-pyrazolo[3,4-b]pyridine-4-carboxylate), CN1C(CCC1)=O (N-Methyl-2-pyrrolidone), 0-{[4-(methyloxy)phenyl]carbonyl}hydroxylamine 1-[(aminooxy)carbonyl]-4-(methyloxy)benzene. The solvent is CCOC(=O)C (EtOAc). Conditions: time 20 minute. The product is NN1N=CC2=C1N=C(C=C2C(=O)OCC)C2CC2 (Ethyl 1-amino-6-cyclopropyl-1H-pyrazolo[3,4-b]pyridine-4-carboxylate). RXN SMILES: [CH:1]1([C:4]2[CH:5]=[C:6]([C:13]([O:15][CH2:16][CH3:17])=[O:14])[C:7]3[CH:12]=[N:11][NH:10][C:8]=3[N:9]=2)[CH2:3][CH2:2]1.CC(C)([O-])C.[K+].C[N:25]1CCCC1=O>CCOC(C)=O>[NH2:25][N:10]1[C:8]2[N:9]=[C:4]([CH:1]3[CH2:2][CH2:3]3)[CH:5]=[C:6]([C:13]([O:15][CH2:16][CH3:17])=[O:14])[C:7]=2[CH:12]=[N:11]1 |f:1.2|. Procedure details: Ethyl 6-cyclopropyl-1H-pyrazolo[3,4-b]pyridine-4-carboxylate (200 mg, 0.865 mmol) was dissolved in N-Methyl-2-pyrrolidone (NMP) (8 mL), followed by addition of potassium tert-butoxide (116 mg, 1.038 mmol). After 20 minutes stirring, 0-{[4-(methyloxy)phenyl]carbonyl}hydroxylamine 1-[(aminooxy)carbonyl]-4-(methyloxy)benzene (289 mg, 1.730 mmol) was added and the mixture stirred at room temperature for 16 h. The contents were diluted with EtOAc, and then washed with brine, and saturated NaHCO3. The... Reactants: ClC1=C(C=CC(=C1)OS(=O)(=O)C)C(CC(=O)C1CC1)=O (1-[2-chloro-4-(methylsulphonyloxy)phenyl]-3-cyclopropylpropan-1.3-dione), C(OCC)(OCC)OCC (triethyl orthoformate). Solvent: C(C)(=O)OC(C)=O (acetic anhydride). The product is ClC1=C(C=CC(=C1)OS(=O)(=O)C)C(C(C(=O)C1CC1)=COCC)=O (1-[2-chloro-4-(methylsulphonyloxy)phenyI]-3-cyclopropyl-2-ethoxymethylenepropan-1,3-dione). Isolated yield 102.0%. RXN SMILES: [Cl:1][C:2]1[CH:7]=[C:6]([O:8][S:9]([CH3:12])(=[O:11])=[O:10])[CH:5]=[CH:4][C:3]=1[C:13](=[O:20])[CH2:14][C:15]([CH:17]1[CH2:19][CH2:18]1)=[O:16].[CH:21](OCC)(OCC)[O:22][CH2:23][CH3:24]>C(OC(=O)C)(=O)C>[Cl:1][C:2]1[CH:7]=[C:6]([O:8][S:9]([CH3:12])(=[O:10])=[O:11])[CH:5]=[CH:4][C:3]=1[C:13](=[O:20])[C:14](=[CH:21][O:22][CH2:23][CH3:24])[C:15]([CH:17]1[CH2:18][CH2:19]1)=[O:16]. Reported procedure: A mixture of 1-[2-chloro-4-(methylsulphonyloxy)phenyl]-3-cyclopropylpropan-1.3-dione (4.75 g) and triethyl orthoformate (4.5 g) in acetic anhydride was stirred and heated at reflux for 3 hours. The mixture was cooled and evaporated to dryness. Toluene was added and the mixture as re-evaporated to give 1-[2-chloro-4-(methylsulphonyloxy)phenyI]-3-cyclopropyl-2-ethoxymethylenepropan-1,3-dione (5.7 g) as a brown oil which was not further purified. Starting materials: ClCCC(=O)Cl (3-chloropropionylchloride), OC1=C2C(C=CC(C2=CC=C1)=O)=O (5-hydroxy-1,4-naphthoquinone). Run in C(C)N(CC)CC (triethylamine). Run at time 2 hour. Product: ClCCC(=O)OC1=C2C(C=CC(C2=CC=C1)=O)=O (5(3-Chloro-propionyloxy)-1,4-naphthoquinone). RXN SMILES: [Cl:1][CH2:2][CH2:3][C:4](Cl)=[O:5].[OH:7][C:8]1[CH:17]=[CH:16][CH:15]=[C:14]2[C:9]=1[C:10](=[O:19])[CH:11]=[CH:12][C:13]2=[O:18]>C(N(CC)CC)C>[Cl:1][CH2:2][CH2:3][C:4]([O:7][C:8]1[CH:17]=[CH:16][CH:15]=[C:14]2[C:9]=1[C:10](=[O:19])[CH:11]=[CH:12][C:13]2=[O:18])=[O:5]. Reported procedure: A solution of triethylamine (1.4 ml) and 1.27 g. of 3-chloropropionylchloride in 5 ml. of DCNM was added to a solution of 1.73 g. of 5-hydroxy-1,4-naphthoquinone. The reaction mixture was stirred for 2 hours at room temperature. The solution was filtered and concentrated to a small volume and chromatographed on a silica gel column (ethylacetate-cyclohexane-DCM) to give 741 mg. of desired product.